From a dataset of the Open Reaction Database (ORD), a public repository of structured organic reaction records. describe an organic reaction: reactants, conditions, products, and yield Starting materials: CC(=O)OC(C)=O, ClC(Cl)Cl, NCC1CN(c2ccc3ccccc3c2)C(=O)O1, c1ccncc1. Yields the product CC(=O)NCC1CN(c2ccc3ccccc3c2)C(=O)O1. RXN SMILES: [CH3:23][C:24](=[O:25])[O:26][C:27](=[O:28])[CH3:29].[CH:19]([Cl:20])([Cl:21])[Cl:22].[NH2:1][CH2:2][CH:3]1[CH2:4][N:5]([c:9]2[cH:10][c:11]3[cH:12][cH:13][cH:14][cH:15][c:16]3[cH:17][cH:18]2)[C:6](=[O:8])[O:7]1.[cH:30]1[cH:31][cH:32][n:33][cH:34][cH:35]1>>[NH:1]([CH2:2][CH:3]1[CH2:4][N:5]([c:9]2[cH:10][c:11]3[cH:12][cH:13][cH:14][cH:15][c:16]3[cH:17][cH:18]2)[C:6](=[O:8])[O:7]1)[C:24]([CH3:23])=[O:25].